describe an organic reaction: reactants, conditions, products, and yield From a dataset of the Open Reaction Database (ORD), a public repository of structured organic reaction records. The reactants are OC1=CC=C(C#N)C=C1 (4-hydroxybenzonitrile), BrCCCBr (1,3-dibromopropane). Yields the product BrCCCOC1=CC=C(C#N)C=C1 (4-(3-Bromopropoxy)benzonitrile). Reaction SMILES: [OH:1][C:2]1[CH:9]=[CH:8][C:5]([C:6]#[N:7])=[CH:4][CH:3]=1.[Br:10][CH2:11][CH2:12][CH2:13]Br>>[Br:10][CH2:11][CH2:12][CH2:13][O:1][C:2]1[CH:9]=[CH:8][C:5]([C:6]#[N:7])=[CH:4][CH:3]=1. Procedure details: The procedure is as for Example 53, Step A, using as substrate 4-hydroxybenzonitrile and 1,3-dibromopropane.